From a dataset of the Open Reaction Database (ORD), a public repository of structured organic reaction records. describe an organic reaction: reactants, conditions, products, and yield The reactants are CCOP(=O)(C=C1NCCN(C)c2cc(Cl)ccc21)OCC, C1CCC(P(C2CCCCC2)C2CCCCC2)CC1, O=C(C=Cc1ccccc1)C=Cc1ccccc1, O=C(C=Cc1ccccc1)C=Cc1ccccc1, O=C(C=Cc1ccccc1)C=Cc1ccccc1, [Cs+], [F-], C1COCCO1, OB(O)c1ccccc1, [Pd]. The product is CCOP(=O)(C=C1NCCN(C)c2cc(-c3ccccc3)ccc21)OCC. As a reaction SMILES: [CH2:1]([CH3:2])[O:3][P:4]([O:5][CH2:6][CH3:7])(=[O:8])[CH:9]=[C:10]1[c:11]2[c:12]([cH:18][c:19]([Cl:22])[cH:20][cH:21]2)[N:13]([CH3:17])[CH2:14][CH2:15][NH:16]1.[CH:32]1([P:33]([CH:34]2[CH2:35][CH2:36][CH2:37][CH2:38][CH2:39]2)[CH:40]2[CH2:41][CH2:42][CH2:43][CH2:44][CH2:45]2)[CH2:46][CH2:47][CH2:48][CH2:49][CH2:50]1.[CH:60](=[CH:61][C:62]([CH:63]=[CH:64][c:65]1[cH:66][cH:67][cH:68][cH:69][cH:70]1)=[O:71])[c:72]1[cH:73][cH:74][cH:75][cH:76][cH:77]1.[CH:78](=[CH:79][C:80]([CH:81]=[CH:82][c:83]1[cH:84][cH:85][cH:86][cH:87][cH:88]1)=[O:89])[c:90]1[cH:91][cH:92][cH:93][cH:94][cH:95]1.[CH:96](=[CH:97][C:98]([CH:99]=[CH:100][c:101]1[cH:102][cH:103][cH:104][cH:105][cH:106]1)=[O:107])[c:108]1[cH:109][cH:110][cH:111][cH:112][cH:113]1.[Cs+:52].[F-:51].[O:53]1[CH2:54][CH2:55][O:56][CH2:57][CH2:58]1.[OH:23][B:24]([OH:25])[c:26]1[cH:27][cH:28][cH:29][cH:30][cH:31]1.[Pd:59]>>[CH2:1]([CH3:2])[O:3][P:4]([O:5][CH2:6][CH3:7])(=[O:8])[CH:9]=[C:10]1[c:11]2[c:12]([cH:18][c:19](-[c:26]3[cH:27][cH:28][cH:29][cH:30][cH:31]3)[cH:20][cH:21]2)[N:13]([CH3:17])[CH2:14][CH2:15][NH:16]1. Reactants: Cc1ccc2c(c1)nc(C)n2C1CCC(N)CC1, Cl, O=CC1Cc2ccc(C(F)(F)F)cc2C1. Product: Cc1ccc2c(c1)nc(C)n2C1CCC(NCC2Cc3ccc(C(F)(F)F)cc3C2)CC1. Reaction SMILES: [CH3:2][c:3]1[n:4][c:5]2[c:6]([n:7]1[CH:8]1[CH2:9][CH2:10][CH:11]([NH2:14])[CH2:12][CH2:13]1)[cH:15][cH:16][c:17]([CH3:19])[cH:18]2.[ClH:1].[F:20][C:21]([c:22]1[cH:23][c:24]2[c:28]([cH:29][cH:30]1)[CH2:27][CH:26]([CH:31]=[O:32])[CH2:25]2)([F:33])[F:34]>>[CH3:2][c:3]1[n:4][c:5]2[c:6]([n:7]1[CH:8]1[CH2:9][CH2:10][CH:11]([NH:14][CH2:31][CH:26]3[CH2:25][c:24]4[cH:23][c:22]([C:21]([F:20])([F:33])[F:34])[cH:30][cH:29][c:28]4[CH2:27]3)[CH2:12][CH2:13]1)[cH:15][cH:16][c:17]([CH3:19])[cH:18]2. Procedure details: Using 2-(trifluoromethyl)benzaldehyde and following the procedures described in EXAMPLE 126, tert-butyl (7bR,11aS)-6-amino-1,2,7b,10,11,11a-hexahydro-4H-[1,4]oxazepino[6,5,4-hi]pyrido[4,3-b]indole-9(8H)-carboxylate from EXAMPLE 56, Part B was converted into the title compound of EXAMPLE 128. 1H NMR(CDCl3) δ: 7.72-7.60 (m, 2H), 7.52 (t, 1H, J=7.7 Hz), 7.38 (t, 1H, J=7.5 Hz), 6.39 (d, 1H, J=1.8 Hz), 6.21 (d, 1H, J=1.8 Hz), 4.57 (ABq, 2H, JAB=14.3 Hz), 4.50 (s, 2H), 4.20 (app d, 1H, J=12.0 Hz), 3.7... The reactants are FC(C1=C(C=O)C=CC=C1)(F)F (2-(trifluoromethyl)benzaldehyde), NC=1C=C2[C@H]3[C@@H](N4C2=C(C1)COCC4)CCN(C3)C(=O)OC(C)(C)C (tert-butyl (7bR,11aS)-6-amino-1,2,7b,10,11,11a-hexahydro-4H-[1,4]oxazepino[6,5,4-hi]pyrido[4,3-b]indole-9(8H)-carboxylate). As a reaction SMILES: [F:1][C:2]([F:12])([F:11])[C:3]1[CH:10]=[CH:9][CH:8]=[CH:7][C:4]=1[CH:5]=O.[NH2:13][C:14]1[CH:15]=[C:16]2[C:20]3=[C:21]([CH2:23][O:24][CH2:25][CH2:26][N:19]3[C@H:18]3[CH2:27][CH2:28][N:29](C(OC(C)(C)C)=O)[CH2:30][C@@H:17]23)[CH:22]=1>>[F:1][C:2]([F:12])([F:11])[C:3]1[CH:10]=[CH:9][CH:8]=[CH:7][C:4]=1[CH2:5][NH:13][C:14]1[CH:15]=[C:16]2[C:20]3=[C:21]([CH2:23][O:24][CH2:25][CH2:26][N:19]3[C@H:18]3[CH2:27][CH2:28][NH:29][CH2:30][C@@H:17]23)[CH:22]=1. The product is FC(C1=C(CNC=2C=C3[C@H]4[C@@H](N5C3=C(C2)COCC5)CCNC4)C=CC=C1)(F)F ((7bR,11aS)-N-[2-(trifluoromethyl)benzyl]-1,2,7b,8,9,10,11,11a-octahydro-4H-[1,4]oxazepino[6,5,4-hi]pyrido[4,3-b]indol-6-amine). Starting materials: C12CNCC(CC1)CC2 (3-azabicyclo[3.2.2]nonane), BrCC(=O)Br (bromoacetyl bromide). Solvent: ClCCl (dichioromethane), O (water), ClCCl (dichloromethane). Conditions: time 1 hour. Yields the product BrCC(=O)N1CC2CCC(C1)CC2 (N-bromomethylcarbonyl-3-azabicyclo[3.2.2]nonane). The yield is 46.8%. RXN SMILES: [CH:1]12[CH2:9][CH2:8][CH:5]([CH2:6][CH2:7]1)[CH2:4][NH:3][CH2:2]2.[Br:10][CH2:11][C:12](Br)=[O:13]>ClCCl.O>[Br:10][CH2:11][C:12]([N:3]1[CH2:4][CH:5]2[CH2:8][CH2:9][CH:1]([CH2:7][CH2:6]2)[CH2:2]1)=[O:13]. Procedure: To a solution of 3-azabicyclo[3.2.2]nonane (1.25 g) in dichioromethane (20 ml) and water (0.75 ml) was added dropwise a solution of bromoacetyl bromide (2.02 g) in dichloromethane (10 ml) at, 5°-10° C. The mixture was allowed to warm to room temperature and stirred for 1 hour at the same temperature. The reaction mixture was washed with a saturated sodium bicarbonate aqueous solution (10 ml) and a brine (10 ml). The organic layer was dried over magnesium sulfate. Filtration and evaporation gave ... The reactants are C(C)(C)(C)OC(=O)N1CC2CC(CC2C1)C(CBr)=O (1-(3-(tert-butoxycarbonyl)-3-azabicyclo[3.3.0]oct-7-yl)-2-bromo-1-ethanone), FC(C(=O)O)(F)F.C12CNCC2CC(C1)C(COC)=O (1-(3-azabicyclo[3.3.0]oct-7-yl)-2-methoxy-1-ethanone trifluoroacetate). Solvent: C(C)(C)O (isopropanol). Product: FC(C(=O)O)(F)F.C12CNCC2CC(C1)C(COC(C)C)=O (1-(3-Azabicyclo[3.3.0]oct-7-yl)-2-isopropoxy-1-ethanone trifluoroacetate). Reaction SMILES: C(OC([N:8]1[CH2:15][CH:14]2[CH:10]([CH2:11][CH:12]([C:16](=[O:19])[CH2:17]Br)[CH2:13]2)[CH2:9]1)=O)(C)(C)C.[F:20][C:21]([F:26])([F:25])[C:22]([OH:24])=[O:23].C12C[CH:33]([C:35](=[O:39])[CH2:36]OC)CC1CNC2>C(O)(C)C>[F:20][C:21]([F:26])([F:25])[C:22]([OH:24])=[O:23].[CH:14]12[CH2:13][CH:12]([C:16](=[O:19])[CH2:17][O:39][CH:35]([CH3:36])[CH3:33])[CH2:11][CH:10]1[CH2:9][NH:8][CH2:15]2 |f:1.2,4.5|. Procedure: 1-(3-Azabicyclo[3.3.0]oct-7-yl)-2-isopropoxy-1-ethanone trifluoroacetate was prepared from 1-(3-(tert-butoxycarbonyl)-3-azabicyclo[3.3.0]oct-7-yl)-2-bromo-1-ethanone (0.087 g, 0.27 mmol) and isopropanol, according to the procedure described above for the preparation of 1-(3-azabicyclo[3.3.0]oct-7-yl)-2-methoxy-1-ethanone trifluoroacetate, to give a mixture of cis and trans isomers (1H NMR (CD3OD, 300 MHz): δ 4.21 and 4.20 (s, 2H), 3.64 (heptet, J=6.1 Hz) 1H), 3.54-3.42 (m, 1H), 3.24-3.15 (m, 2H)... Starting materials: NC(=O)c1nc(-c2ccc(OC(=O)c3ccccc3)cc2)[nH]c1O, C[O-], CO, CC(C)OC(C)C, [Na+]. The product is NC(=O)c1nc(-c2ccc(O)cc2)[nH]c1O. RXN SMILES: [C:1](=[O:2])([c:3]1[cH:4][cH:5][cH:6][cH:7][cH:8]1)[O:9][c:10]1[cH:11][cH:12][c:13](-[c:16]2[nH:17][c:18]([OH:24])[c:19]([C:21](=[O:22])[NH2:23])[n:20]2)[cH:14][cH:15]1.[CH3:25][O-:26].[CH3:35][OH:36].[CH:28]([O:29][CH:30]([CH3:31])[CH3:32])([CH3:33])[CH3:34].[Na+:27]>>[OH:9][c:10]1[cH:11][cH:12][c:13](-[c:16]2[nH:17][c:18]([OH:24])[c:19]([C:21](=[O:22])[NH2:23])[n:20]2)[cH:14][cH:15]1. Reactants: C1(CC1)NS(=O)(=O)CCCCCCN1CCN(CC1)C(C1=CC=CC=C1)C1=CC(=CC=C1)Cl (N-Cyclopropyl-6-[4-[(3-chlorophenyl)phenylmethyl]-1-piperazinyl]hexanesulfonamide), C(\C=C\C(=O)O)(=O)O (Fumaric acid). Solvent: C(C)O (ethanol). Yields the product C(\C=C\C(=O)O)(=O)O.C1(CC1)NS(=O)(=O)CCCCCCN1CCN(CC1)C(C1=CC=CC=C1)C1=CC(=CC=C1)Cl (N-cyclopropyl-6-[4-[(3-chlorophenyl)phenylmethyl]-1-piperazinyl]hexanesulfonamide fumarate). The yield is 93.7%. RXN SMILES: [CH:1]1([NH:4][S:5]([CH2:8][CH2:9][CH2:10][CH2:11][CH2:12][CH2:13][N:14]2[CH2:19][CH2:18][N:17]([CH:20]([C:27]3[CH:32]=[CH:31][CH:30]=[C:29]([Cl:33])[CH:28]=3)[C:21]3[CH:26]=[CH:25][CH:24]=[CH:23][CH:22]=3)[CH2:16][CH2:15]2)(=[O:7])=[O:6])[CH2:3][CH2:2]1.[C:34]([OH:41])(=[O:40])/[CH:35]=[CH:36]/[C:37]([OH:39])=[O:38]>C(O)C>[C:34]([OH:41])(=[O:40])/[CH:35]=[CH:36]/[C:37]([OH:39])=[O:38].[CH:1]1([NH:4][S:5]([CH2:8][CH2:9][CH2:10][CH2:11][CH2:12][CH2:13][N:14]2[CH2:19][CH2:18][N:17]([CH:20]([C:27]3[CH:32]=[CH:31][CH:30]=[C:29]([Cl:33])[CH:28]=3)[C:21]3[CH:26]=[CH:25][CH:24]=[CH:23][CH:22]=3)[CH2:16][CH2:15]2)(=[O:7])=[O:6])[CH2:3][CH2:2]1 |f:3.4|. Reported procedure: N-Cyclopropyl-6-[4-[(3-chlorophenyl)phenylmethyl]-1-piperazinyl]hexanesulfonamide (13.03 g, 26.59 mmol) prepared in the same manner as in Example 1 was dissolved in ethanol (100 ml). Fumaric acid (4.01 g, 34.55 mmol) was added thereto. After dissolving the mixture with heating, the mixture was cooled in an ice bath to allow the mixture to crystallize. The crystals were filtered, washed with a small amount of ethanol, and dried at 80° C. in vacuo, to give N-cyclopropyl-6-[4-[(3-chlorophenyl)pheny... Starting materials: C(=O)(C(F)(F)F)O (TFA), CC(CCNC(=O)C=1N=NC(=CC1)N1CCNCC1)C (6-piperazin-1-yl-pyridazine-3-carboxylic acid (3-methylbutyl)amide), FC(CC(C(=O)O)C)(F)F (4,4,4-trifluoro-2-methylbutyric acid), N12CCCCCC2=NCCC1 (1,8-diazabicylco[5.4.0]undec-7-ene), hydrate, CN(CCCN=C=NCC)C (1-(3-Dimethylaminopropyl)-3-ethylcarbodiimide). Run in C(C)(=O)OCC (ethyl acetate), CN(C)C=O (DMF). Run at time 15 minute. The product is CC(CCNC(=O)C=1N=NC(=CC1)N1CCN(CC1)C(C(CC(F)(F)F)C)=O)C (6-[4-(4,4,4-TRIFLUORO-2-METHYLBUTYRYL)PIPERAZIN-1-YL]PYRIDAZINE-3-CARBOXYLIC ACID (3-METHYLBUTYL)AMIDE). Yield: 77.0%. RXN SMILES: C(O)(C(F)(F)F)=O.[CH3:8][CH:9]([CH3:27])[CH2:10][CH2:11][NH:12][C:13]([C:15]1[N:16]=[N:17][C:18]([N:21]2[CH2:26][CH2:25][NH:24][CH2:23][CH2:22]2)=[CH:19][CH:20]=1)=[O:14].[F:28][C:29]([F:37])([F:36])[CH2:30][CH:31]([CH3:35])[C:32](O)=[O:33].N12CCCN=C1CCCCC2.CN(C)CCCN=C=NCC>CN(C=O)C.C(OCC)(=O)C>[CH3:8][CH:9]([CH3:27])[CH2:10][CH2:11][NH:12][C:13]([C:15]1[N:16]=[N:17][C:18]([N:21]2[CH2:26][CH2:25][N:24]([C:32](=[O:33])[CH:31]([CH3:35])[CH2:30][C:29]([F:37])([F:36])[F:28])[CH2:23][CH2:22]2)=[CH:19][CH:20]=1)=[O:14]. Reported procedure: A mixture of TFA salt of 6-piperazin-1-yl-pyridazine-3-carboxylic acid (3-methylbutyl)amide (100 mg, 0.25 mmol), 4,4,4-trifluoro-2-methylbutyric acid (47.8 mg, 0.31 mmol), 1,8-diazabicylco[5.4.0]undec-7-ene (77.8 mg, 0.51 mmol) and 1-hydroxybenozotriazole hydrate (41.4 mg, 0.31 mmol) in DMF (2 mL) was stirred at ambient temperature for 15 minutes. 1-(3-Dimethylaminopropyl)-3-ethylcarbodiimide (47.6 mg, 0.31 mmol) was added to this solution. The reaction mixture was stirred at ambient temperature...